This data is from the Open Reaction Database (ORD), a public repository of structured organic reaction records. The task is: describe an organic reaction: reactants, conditions, products, and yield Reactants: C(=O)C1=CS[C@H]2N(C1C(=O)OC(C1=CC=CC=C1)C1=CC=CC=C1)C(C2NC(CC=2SC=CC2)=O)=O (diphenylmethyl 3-formyl-7-(2-thienylacetamido)-2-cephem-4-carboxylate), C(C)(=O)NN (acetylhydrazine), Cl (hydrochloric acid). The solvent is O1CCCC1 (tetrahydrofuran), O (water). The product is C(C)(=O)NN=CC1=CS[C@H]2N(C1C(=O)OC(C1=CC=CC=C1)C1=CC=CC=C1)C(C2NC(CC=2SC=CC2)=O)=O (diphenylmethyl 3-(2-acetylhydrazono)methyl-7-(2-thienylacetamido)-2-cephem-4-carboxylate). Isolated yield 82.4%. As a reaction SMILES: [CH:1]([C:3]1[CH:8]([C:9]([O:11][CH:12]([C:19]2[CH:24]=[CH:23][CH:22]=[CH:21][CH:20]=2)[C:13]2[CH:18]=[CH:17][CH:16]=[CH:15][CH:14]=2)=[O:10])[N:7]2[C:25](=[O:36])[CH:26]([NH:27][C:28](=[O:35])[CH2:29][C:30]3[S:31][CH:32]=[CH:33][CH:34]=3)[C@H:6]2[S:5][CH:4]=1)=O.[C:37]([NH:40][NH2:41])(=[O:39])[CH3:38].Cl>O1CCCC1.O>[C:37]([NH:40][N:41]=[CH:1][C:3]1[CH:8]([C:9]([O:11][CH:12]([C:19]2[CH:24]=[CH:23][CH:22]=[CH:21][CH:20]=2)[C:13]2[CH:14]=[CH:15][CH:16]=[CH:17][CH:18]=2)=[O:10])[N:7]2[C:25](=[O:36])[CH:26]([NH:27][C:28](=[O:35])[CH2:29][C:30]3[S:31][CH:32]=[CH:33][CH:34]=3)[C@H:6]2[S:5][CH:4]=1)(=[O:39])[CH3:38]. Procedure details: In a procedure similar to that described in Example I-3, diphenylmethyl 3-formyl-7-(2-thienylacetamido)-2-cephem-4-carboxylate (104 mg) and acetylhydrazine (30 mg) are left to react in a mixture of tetrahydrofuran (8 ml) and water (1.5 ml) in the presence of hydrochloric acid (2 equivalents) at room temperature overnight to give diphenylmethyl 3-(2-acetylhydrazono)methyl-7-(2-thienylacetamido)-2-cephem-4-carboxylate (95 mg). m.p. 168-178° C (decomposition). Yield: 83%. IR: λmaxNujol 3280, 1760, ... Run in ClCCl (dichloromethane). The reagents and catalysts are [OH-].[OH-].[Pd+2] (palladium dihydroxide). Reaction conditions: time 94 hour. The reactants are O[C@@H](CNC(CCCC1=CC=C(C=C1)CCCCNC(OCC1=CC=CC=C1)=O)C)C1=CC(=CC=C1)O (Benzyl 4-(4-{4-[(R)-2-hydroxy-2-(3-hydroxyphenyl)ethylamino]pentyl}-phenyl)butylcarbamate), C(C)O (ethanol). Yields the product [OH-].[NH4+].CO (ammonium hydroxide methanol), NCCCCC1=CC=C(C=C1)CCCC(C)NC[C@H](O)C=1C=C(C=CC1)O (3-((R)-2-{5-[4-(4-Aminobutyl)phenyl]pentan-2-ylamino}-1-hydroxyethyl)phenol). Yield: 83.0%. As a reaction SMILES: [OH:1][C@H:2]([C:31]1[CH:36]=[CH:35][CH:34]=[C:33]([OH:37])[CH:32]=1)[CH2:3][NH:4][CH:5]([CH3:30])[CH2:6][CH2:7][CH2:8][C:9]1[CH:14]=[CH:13][C:12]([CH2:15][CH2:16][CH2:17][CH2:18][NH:19]C(=O)OCC2C=CC=CC=2)=[CH:11][CH:10]=1.[CH2:38]([OH:40])C>[OH-].[OH-].[Pd+2].ClCCl>[OH-:1].[NH4+:4].[CH3:38][OH:40].[NH2:19][CH2:18][CH2:17][CH2:16][CH2:15][C:12]1[CH:11]=[CH:10][C:9]([CH2:8][CH2:7][CH2:6][CH:5]([NH:4][CH2:3][C@@H:2]([C:31]2[CH:32]=[C:33]([OH:37])[CH:34]=[CH:35][CH:36]=2)[OH:1])[CH3:30])=[CH:14][CH:13]=1 |f:2.3.4,6.7.8|. Procedure details: A mixture of butylcarbamate 141 (1.04 g, 2.06 mmol), palladium dihydroxide (0.20 g, 10% Pd(OH)2 on carbon, 50% wet) and ethanol (10 mL) was stirred at rt for 94 h under atmospheric hydrogen pressure. The catalyst was removed by filtration through diatomaceous earth and the filtrate was concentrated by rotary evaporation. Purification by column chromatography (silica, a gradient of 0:100 to 10:90 (10% concentrated ammonium hydroxide/methanol)/dichloromethane) gave desired amine 142 (0.63 g, 83% y... Starting materials: FC(C=1C=C(C=CC1)C1(CC2CCC(C1)N2)O)(F)F (3-(3-trifluromethylphenyl)-8-azabicyclo[3.2.1]octan-3-ol), COC1=CC=CC2=C1O[C@@H](CO2)COS(=O)(=O)C2=CC=C(C=C2)C ((S)-toluene-4-sulfonic acid 8-methoxy-2,3-dihydro-benzo[1,4]dioxin-2-ylmethyl ester). Product: COC1=CC=CC2=C1O[C@H](CO2)CN2C1CC(CC2CC1)(O)C1=CC(=CC=C1)C(F)(F)F (8-{[(2S)-8-Methoxy-2,3-dihydro-1,4-benzodioxin-2-yl]methyl}-3-[3-(trifluoromethyl)phenyl]-8-azabicyclo[3.2.1]octan-3-ol). Isolated yield 68.0%. Reaction SMILES: [F:1][C:2]([F:19])([F:18])[C:3]1[CH:4]=[C:5]([C:9]2([OH:17])[CH2:15][CH:14]3[NH:16][CH:11]([CH2:12][CH2:13]3)[CH2:10]2)[CH:6]=[CH:7][CH:8]=1.[CH3:20][O:21][C:22]1[C:27]2[O:28][C@H:29]([CH2:32]OS(C3C=CC(C)=CC=3)(=O)=O)[CH2:30][O:31][C:26]=2[CH:25]=[CH:24][CH:23]=1>>[CH3:20][O:21][C:22]1[C:27]2[O:28][C@@H:29]([CH2:32][N:16]3[CH:11]4[CH2:12][CH2:13][CH:14]3[CH2:15][C:9]([C:5]3[CH:6]=[CH:7][CH:8]=[C:3]([C:2]([F:1])([F:18])[F:19])[CH:4]=3)([OH:17])[CH2:10]4)[CH2:30][O:31][C:26]=2[CH:25]=[CH:24][CH:23]=1. Procedure: The title compound was prepared by the same procedure described in Example 1, Step 4 using 3-(3-trifluromethylphenyl)-8-azabicyclo[3.2.1]octan-3-ol in place of 3-naphthalen-2-yl-8-aza-bicyclo[3.2.1]octan-3-ol, and (S)-toluene-4-sulfonic acid 8-methoxy-2,3-dihydro-benzo[1,4]dioxin-2-ylmethyl ester in place of (S)-toluene-4-sulfonic acid 8-ethoxy-2,3-dihydro-benzo[1,4]dioxin-2-ylmethyl ester. Yield: 68%, white solid. Starting materials: COCCOC1=C(C=CC(=C1)C)NC=1OCC(C1C(=O)OCC)=O (ethyl 2-{[2-(2-methoxyethoxy)-4-methylphenyl]amino}-4-oxo-4,5-dihydrofuran-3-carboxylate), N1C=C(C2=CC=CN=C12)C=O (7-azaindole-3-carboxaldehyde). Solvent: Cl (hydrochloric acid), C(C)O (ethanol), C(C)O (ethanol). Yields the product N1C=C(C=2C1=NC=CC2)C=C2C(C(=C(O2)NC2=C(C=C(C=C2)C)OCCOC)C(=O)OCC)=O (Ethyl 5-[(1H-pyrrolo[2,3-b]pyridin-3-yl)methylene]-2-{[2-(2-methoxyethoxy)-4-methylphenyl]amino}-4-oxo-4,5-dihydrofuran-3-carboxylate). Yield: 43.2%. As a reaction SMILES: [CH3:1][O:2][CH2:3][CH2:4][O:5][C:6]1[CH:11]=[C:10]([CH3:12])[CH:9]=[CH:8][C:7]=1[NH:13][C:14]1[O:15][CH2:16][C:17](=[O:24])[C:18]=1[C:19]([O:21][CH2:22][CH3:23])=[O:20].[NH:25]1[C:33]2[C:28](=[CH:29][CH:30]=[CH:31][N:32]=2)[C:27]([CH:34]=O)=[CH:26]1>C(O)C.Cl>[NH:25]1[C:33]2=[N:32][CH:31]=[CH:30][CH:29]=[C:28]2[C:27]([CH:34]=[C:16]2[O:15][C:14]([NH:13][C:7]3[CH:8]=[CH:9][C:10]([CH3:12])=[CH:11][C:6]=3[O:5][CH2:4][CH2:3][O:2][CH3:1])=[C:18]([C:19]([O:21][CH2:22][CH3:23])=[O:20])[C:17]2=[O:24])=[CH:26]1. Reported procedure: To a solution of ethyl 2-{[2-(2-methoxyethoxy)-4-methylphenyl]amino}-4-oxo-4,5-dihydrofuran-3-carboxylate (0.015 g, 0.045 mmol) which similarly prepared according to the procedure described in the Example 29, First step and 7-azaindole-3-carboxaldehyde (0.0067 g, 0.046 mmol) in ethanol (0.2 mL), 2M hydrochloric acid in ethanol (0.023 mL, 0.045 mmol) was added at ambient temperature. The mixture was refluxed for 4 h. Cooled to ambient temperature, the solvent was removed under reduced pressure. T...